From a dataset of the Open Reaction Database (ORD), a public repository of structured organic reaction records. describe an organic reaction: reactants, conditions, products, and yield Reactants: C[Si](C)(C)CCOCn1c(Br)c(CBr)c2c(=O)[nH]ncc21, CCO, CCO, CC[O-], [Na+], O. Yields the product CCOCc1c(Br)n(COCC[Si](C)(C)C)c2cn[nH]c(=O)c12. Reaction SMILES: [Br:4][c:5]1[c:6]([CH2:23][Br:24])[c:7]2[c:8]([cH:9][n:10][nH:11][c:12]2=[O:13])[n:14]1[CH2:15][O:16][CH2:17][CH2:18][Si:19]([CH3:20])([CH3:21])[CH3:22].[CH2:25]([OH:26])[CH3:27].[CH3:1][CH2:2][OH:3].[CH3:28][CH2:29][O-:30].[Na+:31].[OH2:32]>>[CH3:1][CH2:2][O:3][CH2:23][c:6]1[c:5]([Br:4])[n:14]([CH2:15][O:16][CH2:17][CH2:18][Si:19]([CH3:20])([CH3:21])[CH3:22])[c:8]2[c:7]1[c:12](=[O:13])[nH:11][n:10][cH:9]2. Reactants: COC(C(C1=CC(=C(C=C1)Cl)Cl)=[N+]=[N-])=O (diazo-(3,4-dichloro-phenyl)-acetic acid methyl ester), C1(CCCC1)S (cyclopentyl mercaptan), O (water). The reagents and catalysts are CC(=O)O.CC(=O)O.CC(=O)O.CC(=O)O.[Rh].[Rh] (rhodium (II) acetate dimer), CC(=O)O.CC(=O)O.CC(=O)O.CC(=O)O.[Rh].[Rh] (rhodium (II) acetate dimer). Solvent: ClCCl (dichloromethane), ClCCl (dichloromethane). Conditions: temperature 25 celsius, time 1 hour. Yields the product COC(C(C1=CC(=C(C=C1)Cl)Cl)SC1CCCC1)=O (rac-cyclopentylsulfanyl-(3,4-dichloro-phenyl)-acetic acid methyl ester). The yield is 58.7%. RXN SMILES: [CH3:1][O:2][C:3](=[O:15])[C:4](=[N+]=[N-])[C:5]1[CH:10]=[CH:9][C:8]([Cl:11])=[C:7]([Cl:12])[CH:6]=1.[CH:16]1([SH:21])[CH2:20][CH2:19][CH2:18][CH2:17]1.O>ClCCl.CC(O)=O.CC(O)=O.CC(O)=O.CC(O)=O.[Rh].[Rh]>[CH3:1][O:2][C:3](=[O:15])[CH:4]([S:21][CH:16]1[CH2:20][CH2:19][CH2:18][CH2:17]1)[C:5]1[CH:10]=[CH:9][C:8]([Cl:11])=[C:7]([Cl:12])[CH:6]=1 |f:4.5.6.7.8.9|. Procedure details: A solution of diazo-(3,4-dichloro-phenyl)-acetic acid methyl ester (Example 1; 193 mg, 0.79 mmol) in dichloromethane (10 mL) at 25° C. was treated with cyclopentyl mercaptan (0.21 mL, 1.97 mmol) followed by rhodium (II) acetate dimer (9 mg, 0.020 mmol) and the solution was stirred at 25° C. for 1 h. During this time no evolution of gas was detected, and examination of the black solution by thin layer chromatography indicated that only starting material was present. The reaction was heated to ref...